Dataset: the Open Reaction Database (ORD), a public repository of structured organic reaction records. Task: describe an organic reaction: reactants, conditions, products, and yield Starting materials: CC1CCc2sccc2C1=O, NC1CCCc2occc21. Yields the product CC1CCc2sccc2C1N. Reaction SMILES: [CH3:11][CH:12]1[CH2:13][CH2:14][c:15]2[c:16]([cH:17][cH:18][s:19]2)[C:20]1=[O:21].[o:1]1[c:2]2[c:7]([cH:8][cH:9]1)[CH:6]([NH2:10])[CH2:5][CH2:4][CH2:3]2>>[NH2:10][CH:20]1[CH:12]([CH3:11])[CH2:13][CH2:14][c:15]2[c:16]1[cH:17][cH:18][s:19]2. Starting materials: CC1CCCC(C)N1CCCN, CCOC(=O)CN1C(=O)CCC1(C)C. The product is CC1CCCC(C)N1CCCNC(=O)CN1C(=O)CCC1(C)C. RXN SMILES: [CH3:15][CH:16]1[N:17]([CH2:23][CH2:24][CH2:25][NH2:26])[CH:18]([CH3:22])[CH2:19][CH2:20][CH2:21]1.[CH3:1][C:2]1([CH3:14])[N:3]([CH2:8][C:9]([O:11][CH2:10][CH3:12])=[O:13])[C:4](=[O:7])[CH2:5][CH2:6]1>>[CH3:1][C:2]1([CH3:14])[N:3]([CH2:8][C:9](=[O:11])[NH:26][CH2:25][CH2:24][CH2:23][N:17]2[CH:16]([CH3:15])[CH2:21][CH2:20][CH2:19][CH:18]2[CH3:22])[C:4](=[O:7])[CH2:5][CH2:6]1. Starting materials: C(=O)(O)[O-].[Na+] (NaHCO3), BrC=1C=C(C=NC1)O (5-bromo-pyridin-3-ol), P(=O)([O-])([O-])[O-].[K+].[K+].[K+] (potassium phosphate), N1(CCOCC1)S(=O)(=O)Cl (morpholine-4-sulfonyl chloride). Run in O (water), CC(=O)C (acetone). Conditions: time 8 hour. Yields the product BrC=1C=C(C=NC1)OS(=O)(=O)N1CCOCC1 (morpholine-4-sulfonic acid 5-bromo-pyridin-3-yl ester). Reaction SMILES: [Br:1][C:2]1[CH:3]=[C:4]([OH:8])[CH:5]=[N:6][CH:7]=1.P([O-])([O-])([O-])=O.[K+].[K+].[K+].[N:17]1([S:23](Cl)(=[O:25])=[O:24])[CH2:22][CH2:21][O:20][CH2:19][CH2:18]1.C([O-])(O)=O.[Na+]>O.CC(C)=O>[Br:1][C:2]1[CH:3]=[C:4]([O:8][S:23]([N:17]2[CH2:22][CH2:21][O:20][CH2:19][CH2:18]2)(=[O:25])=[O:24])[CH:5]=[N:6][CH:7]=1 |f:1.2.3.4,6.7|. Procedure details: A flask is charged with 5-bromo-pyridin-3-ol (0.310 g, 1.78 mmol), potassium phosphate (0.982 g, 4.63 mmol) and acetone (10 mL), and morpholine-4-sulfonyl chloride (0.529 g, 2.85 mmol) is added dropwise at 0° C. The mixture is stirred at room temperature overnight. Saturated NaHCO3 in water (1 mL) is added and the mixture is concentrated in vacuo. The residue is purified on silica gel chromatography eluting with a 9:1 to 4:1 heptane-ethyl acetate gradient to give morpholine-4-sulfonic acid 5-bro... The reactants are OC1(Cc2ccccc2)CCCC1, CCCCC(N=C=O)C(=O)OC, Cc1ccccc1. Yields the product CCCCC(NC(=O)OC1(Cc2ccccc2)CCCC1)C(=O)OC. RXN SMILES: [CH2:1]([c:2]1[cH:3][cH:4][cH:5][cH:6][cH:7]1)[C:8]1([OH:13])[CH2:9][CH2:10][CH2:11][CH2:12]1.[CH3:14][O:15][C:16]([CH:17]([CH2:18][CH2:19][CH2:20][CH3:21])[N:22]=[C:23]=[O:24])=[O:25].[CH3:26][c:27]1[cH:28][cH:29][cH:30][cH:31][cH:32]1>>[CH2:1]([c:2]1[cH:3][cH:4][cH:5][cH:6][cH:7]1)[C:8]1([O:13][C:23]([NH:22][CH:17]([C:16]([O:15][CH3:14])=[O:25])[CH2:18][CH2:19][CH2:20][CH3:21])=[O:24])[CH2:9][CH2:10][CH2:11][CH2:12]1. Reactants: N(=O)[O-].[Na+] (sodium nitrite), C([O-])([O-])=O.[K+].[K+] (potassium carbonate), ClCCNC(=O)N(C1[C@H](O)[C@@H](O)[C@@H](O)CO1)CCCOC (1-(2-chloroethyl)-3-(3-methoxy-n-propyl)-3-(L-arabinopyranosyl)urea), C(C)O (ethanol). Solvent: C(=O)O (formic acid), C(C)(=O)OCC (ethyl acetate). Run at temperature 0 celsius, time 1 hour. The product is ClCCN(C(=O)N(C1[C@H](O)[C@@H](O)[C@@H](O)CO1)CCCOC)N=O (1-(2-chloroethyl)-1-nitroso-3-(3-methoxy-n-propyl)-3-(L-arabinopyranosyl)urea). Yield: 33.4%. RXN SMILES: [Cl:1][CH2:2][CH2:3][NH:4][C:5]([N:7]([CH2:17][CH2:18][CH2:19][O:20][CH3:21])[CH:8]1[O:16][CH2:15][C@H:13]([OH:14])[C@H:11]([OH:12])[C@H:9]1[OH:10])=[O:6].[N:22]([O-])=[O:23].[Na+].C(O)C.C(=O)([O-])[O-].[K+].[K+]>C(O)=O.C(OCC)(=O)C>[Cl:1][CH2:2][CH2:3][N:4]([N:22]=[O:23])[C:5]([N:7]([CH2:17][CH2:18][CH2:19][O:20][CH3:21])[CH:8]1[O:16][CH2:15][C@H:13]([OH:14])[C@H:11]([OH:12])[C@H:9]1[OH:10])=[O:6] |f:1.2,4.5.6|. Reported procedure: 3.3 g of 1-(2-chloroethyl)-3-(3-methoxy-n-propyl)-3-(L-arabinopyranosyl)urea are dissolved in 15 ml of formic acid, and 1.5 g of sodium nitrite are added gradually thereto at 0° C. for one hour under stirring. The mixture is further stirred at the same temperature for one hour. After the reaction, 15 ml of ethanol are added to the reaction mixture. Said mixture is neutralized with potassium carbonate under ice-cooling. Then, 150 ml of ethyl acetate are added to said mixture and insoluble materia...